This data is from the Open Reaction Database (ORD), a public repository of structured organic reaction records. The task is: describe an organic reaction: reactants, conditions, products, and yield Reaction SMILES: [Br:1][CH2:2][c:3]1[c:4]([N+:9](=[O:10])[O-:11])[cH:5][cH:6][cH:7][cH:8]1.[Cl:27][CH2:28][Cl:29].[NH2:12][CH:13]1[CH2:14][CH2:15][N:16]([C:19](=[O:20])[O:21][C:22]([CH3:23])([CH3:24])[CH3:25])[CH2:17][CH2:18]1.[OH2:26]>>[CH2:2]([c:3]1[c:4]([N+:9](=[O:10])[O-:11])[cH:5][cH:6][cH:7][cH:8]1)[NH:12][CH:13]1[CH2:14][CH2:15][N:16]([C:19](=[O:20])[O:21][C:22]([CH3:23])([CH3:24])[CH3:25])[CH2:17][CH2:18]1. Reactants: O=[N+]([O-])c1ccccc1CBr, ClCCl, CC(C)(C)OC(=O)N1CCC(N)CC1, O. Yields the product CC(C)(C)OC(=O)N1CCC(NCc2ccccc2[N+](=O)[O-])CC1. Starting materials: ClC1(NN(C=C1)C=1C=NC=CC1)NCC (3-chloro-N-ethyl-1-(pyridin-3-yl)-1H-pyrazol-amine), ClC1=NN(C=C1NC(C)=O)C=1C=NC=CC1 (N-(3-chloro-1-(pyridin-3-yl)-1H-pyrazol-4-yl)acetamide), C(C)Br (ethyl bromide), [H-].[Na+] (sodium hydride), CC(C)([O-])C.[Na+] (sodium tert-butoxide), CC(C)([O-])C.[K+] (potassium tert-butoxide), C(C)(C)(CC)OC(C)(C)CC.[Na] (sodium tert-amyloxide). Run in O1CCCC1 (tetrahydrofuran). The product is ClC1=NN(C=C1N(C(C)=O)CC)C=1C=NC=CC1 (N-(3-chloro-1-(pyridin-3-yl)-1H-pyrazol-4-yl)-N-ethylacetamide), ClC1=NN(C=C1NC(C)=O)C=1C=NC=CC1 (N-(3-chloro-1-(pyridin-3-yl)-1H-pyrazol-4-yl)acetamide). RXN SMILES: [Cl:1][C:2]1(NCC)[CH:6]=[CH:5][N:4]([C:7]2[CH:8]=[N:9][CH:10]=[CH:11][CH:12]=2)[NH:3]1.[Cl:16][C:17]1[C:21]([NH:22][C:23](=[O:25])[CH3:24])=[CH:20][N:19]([C:26]2[CH:27]=[N:28][CH:29]=[CH:30][CH:31]=2)[N:18]=1.C(Br)C.[H-].[Na+].CC(C)([O-])C.[Na+].CC(C)([O-])C.[K+].C(OC(CC)(C)C)(CC)(C)C.[Na]>O1CCCC1>[Cl:1][C:2]1[C:6]([N:22]([CH2:21][CH3:20])[C:23](=[O:25])[CH3:24])=[CH:5][N:4]([C:7]2[CH:8]=[N:9][CH:10]=[CH:11][CH:12]=2)[N:3]=1.[Cl:16][C:17]1[C:21]([NH:22][C:23](=[O:25])[CH3:24])=[CH:20][N:19]([C:26]2[CH:27]=[N:28][CH:29]=[CH:30][CH:31]=2)[N:18]=1 |f:3.4,5.6,7.8,9.10,^1:59|. Reported procedure: 3-Chloro-N-ethyl-1-(pyridin-3-yl)-1H-pyrazol-amine (1d) may be prepared through the reaction pathway sequence disclosed in Scheme 3. In step d1, N-(3-chlorol-(pyridin-3-yl)-1H-pyrazol-4-yl)acetamide (1c) may be alkylated with ethyl bromide (EtBr) in the presence of a base, such as sodium hydride (NaH), sodium tert-butoxide (NaOt-Bu), potassium tert-butoxide (KOt-Bu), or sodium tert-amyloxide, in a polar aprotic solvent, such as tetrahydrofuran, at temperatures from about 20° C. to about 40° C., ...